Dataset: the Open Reaction Database (ORD), a public repository of structured organic reaction records. Task: describe an organic reaction: reactants, conditions, products, and yield Starting materials: CC(C)(C)OC(=O)c1ccc(-c2cccc(Cl)c2)cc1Nc1ccc(F)cc1, O=C(O)C(F)(F)F. Yields the product O=C(O)c1ccc(-c2cccc(Cl)c2)cc1Nc1ccc(F)cc1. RXN SMILES: [Cl:1][c:2]1[cH:3][c:4](-[c:8]2[cH:9][c:10]([NH:21][c:22]3[cH:23][cH:24][c:25]([F:28])[cH:26][cH:27]3)[c:11]([C:12](=[O:13])[O:14][C:15]([CH3:16])([CH3:17])[CH3:18])[cH:19][cH:20]2)[cH:5][cH:6][cH:7]1.[OH:29][C:30]([C:31]([F:32])([F:33])[F:34])=[O:35]>>[Cl:1][c:2]1[cH:3][c:4](-[c:8]2[cH:9][c:10]([NH:21][c:22]3[cH:23][cH:24][c:25]([F:28])[cH:26][cH:27]3)[c:11]([C:12](=[O:13])[OH:14])[cH:19][cH:20]2)[cH:5][cH:6][cH:7]1.